This data is from the Open Reaction Database (ORD), a public repository of structured organic reaction records. The task is: describe an organic reaction: reactants, conditions, products, and yield Reaction conditions: time 1 hour. Solvent: COCCOC (1,2-dimethoxyethane), COCCOC (1,2-dimethoxyethane), COCCOC (1,2-dimethoxyethane). Yield: 75.5%. RXN SMILES: Br[C:2]1[CH:3]=[CH:4][C:5]([F:10])=[C:6]([CH:9]=1)[CH:7]=[O:8].[CH2:11]([O:13][C:14]1[CH:19]=[CH:18][C:17](OB(O)O)=[CH:16][CH:15]=1)[CH3:12].C(=O)([O-])[O-].[Na+].[Na+].C1(C)C=CC=CC=1>COCCOC>[CH2:11]([O:13][C:14]1[CH:19]=[CH:18][C:17]([C:2]2[CH:3]=[CH:4][C:5]([F:10])=[C:6]([CH:9]=2)[CH:7]=[O:8])=[CH:16][CH:15]=1)[CH3:12] |f:2.3.4|. Product: C(C)OC1=CC=C(C=C1)C=1C=CC(=C(C=O)C1)F (5-(4-ethoxyphenyl)-2-fluorobenzaldehyde). Reported procedure: Under an argon atmosphere, tetrakistriphenylphosphine palladium (69 mg) was added to 5 ml of 1,2-dimethoxyethane. A mixture resulting from dissolving 5-bromo-2-fluorobenzaldehyde (406 mg) in 5 ml of 1,2-dimethoxyethane was added. A mixture resulting from dissolving 4-ethoxyphenylboric acid (398 mg) in 1.5 ml of 1,2-dimethoxyethane was added. Two milliliter of 2M sodium carbonate solution was added. Stirring was conducted for one hour and ten minutes under reflux. After cooling to room temperatur... The reactants are BrC=1C=CC(=C(C=O)C1)F (5-bromo-2-fluorobenzaldehyde), C(C)OC1=CC=C(C=C1)OB(O)O (4-ethoxyphenylboric acid), C([O-])([O-])=O.[Na+].[Na+] (sodium carbonate), C1(=CC=CC=C1)C (toluene), tetrakistriphenylphosphine palladium. Starting materials: C(C)(=O)NC1=C(C=C(C=C1)SCCOC)[N+](=O)[O-] (1-acetamido-2-nitro-4-methoxyethylthiobenzene), [OH-].[Na+] (sodium hydroxide). Run in CO (methanol). Yields the product NC1=C(C=C(C=C1)SCCOC)[N+](=O)[O-] (1-amino-2-nitro-4-methoxyethylthiobenzene). Reaction SMILES: C([NH:4][C:5]1[CH:10]=[CH:9][C:8]([S:11][CH2:12][CH2:13][O:14][CH3:15])=[CH:7][C:6]=1[N+:16]([O-:18])=[O:17])(=O)C.[OH-].[Na+]>CO>[NH2:4][C:5]1[CH:10]=[CH:9][C:8]([S:11][CH2:12][CH2:13][O:14][CH3:15])=[CH:7][C:6]=1[N+:16]([O-:18])=[O:17] |f:1.2|. Procedure: 1.4 G. of 1-acetamido-2-nitro-4-methoxyethylthiobenzene is treated with 3 ml. 5N sodium hydroxide and 6 ml. methanol in the steam bath for about 15 minutes. The mixture is stripped under vacuum and the residue extracted with chloroform. The dried extracts are evaporated giving 1-amino-2-nitro-4-methoxyethylthiobenzene as a red crystalline solid. Reactants: CC1(C)CC=C(c2cc(Br)ccc2N)CC1, C[Si](C)(C)CCOCn1cc(C#N)nc1C(=O)[O-], CCOC(C)=O, CCN(C(C)C)C(C)C, [K+], CN(C)C=O. Yields the product CC1(C)CC=C(c2cc(Br)ccc2NC(=O)c2nc(C#N)cn2COCC[Si](C)(C)C)CC1. As a reaction SMILES: [Br:1][c:2]1[cH:3][c:4]([C:9]2=[CH:10][CH2:11][C:12]([CH3:15])([CH3:16])[CH2:13][CH2:14]2)[c:5]([NH2:8])[cH:6][cH:7]1.[C:18](#[N:19])[c:20]1[n:21][c:22]([C:33](=[O:34])[O-:35])[n:23]([CH2:25][O:26][CH2:27][CH2:28][Si:29]([CH3:30])([CH3:31])[CH3:32])[cH:24]1.[CH3:45][CH2:46][O:47][C:48]([CH3:49])=[O:50].[CH:36]([N:37]([CH2:38][CH3:39])[CH:40]([CH3:41])[CH3:42])([CH3:43])[CH3:44].[K+:17].[O:51]=[CH:52][N:53]([CH3:54])[CH3:55]>>[Br:1][c:2]1[cH:3][c:4]([C:9]2=[CH:10][CH2:11][C:12]([CH3:15])([CH3:16])[CH2:13][CH2:14]2)[c:5]([NH:8][C:33]([c:22]2[n:21][c:20]([C:18]#[N:19])[cH:24][n:23]2[CH2:25][O:26][CH2:27][CH2:28][Si:29]([CH3:30])([CH3:31])[CH3:32])=[O:34])[cH:6][cH:7]1. The reactants are CCn1cnc2c([N+](=O)[O-])cc(C(=O)OC)cc21, CO, O. Yields the product CCn1cnc2c(N)cc(C(=O)OC)cc21. RXN SMILES: [CH2:1]([CH3:2])[n:3]1[cH:4][n:5][c:6]2[c:7]1[cH:8][c:9]([C:15](=[O:16])[O:17][CH3:18])[cH:10][c:11]2[N+:12]([O-:13])=[O:14].[CH3:19][OH:20].[OH2:21]>>[CH2:1]([CH3:2])[n:3]1[cH:4][n:5][c:6]2[c:7]1[cH:8][c:9]([C:15](=[O:16])[O:17][CH3:18])[cH:10][c:11]2[NH2:12]. Reactants: FC1=C(C=O)C=CC=C1C(F)(F)F (2-fluoro-3-(trifluoromethyl)benzaldehyde), C(CS)(=O)OC (methyl thioglycolate), C([O-])([O-])=O.[K+].[K+] (potassium carbonate), CN(C)C=O (DMF). Solvent: O (water). Reaction conditions: temperature 60 celsius, time 2 hour. The product is FC(C1=CC=CC2=C1SC(=C2)C(=O)OC)(F)F (methyl 7-(trifluoromethyl)benzo[b]thiophene-2-carboxylate). The yield is 89.9%. Reaction SMILES: F[C:2]1[C:9]([C:10]([F:13])([F:12])[F:11])=[CH:8][CH:7]=[CH:6][C:3]=1[CH:4]=O.[C:14]([O:18][CH3:19])(=[O:17])[CH2:15][SH:16].C(=O)([O-])[O-].[K+].[K+].CN(C=O)C>O>[F:11][C:10]([F:13])([F:12])[C:9]1[C:2]2[S:16][C:15]([C:14]([O:18][CH3:19])=[O:17])=[CH:4][C:3]=2[CH:6]=[CH:7][CH:8]=1 |f:2.3.4|. Procedure: A mixture of 1.10 g of 2-fluoro-3-(trifluoromethyl)benzaldehyde, 663 mg of methyl thioglycolate, 1.03 g of potassium carbonate and 15 ml of DMF was stirred at 60° C. for 2 hours. The reaction mixture was cooled to room temperature. To the reaction mixture was added water, and then extracted with tert-butyl methyl ether 3 times. The combined organic layer was washed with water, followed by saturated aqueous sodium chloride solution. The mixture was dried over magnesium sulfate, and then concentra...